This data is from the Open Reaction Database (ORD), a public repository of structured organic reaction records. The task is: describe an organic reaction: reactants, conditions, products, and yield Starting materials: C[Al](C)C (trimethylaluminum), FC(C(=O)O)(F)F.COC(C=1NC(C(N1)C1=CC=CC=C1)C1=CC=CC=C1)C1=CC=CC=C1 (2-(Methoxy-phenyl-methyl)-4,5-diphenyl-4,5-dihydro-1H-imidazole trifluoroacetate), COC([C@H](C1=CC=CC=C1)OC)=O (methoxy-(S)-phenyl-acetic acid methyl ester), meso-1,2-diphenylethylene-diamine. The product is FC(C(=O)O)(F)F.COC(C=1N[C@@H]([C@@H](N1)C1=CC=CC=C1)C1=CC=CC=C1)C1=CC=CC=C1 (2-(Methoxy-phenyl-methyl)-cis-4,5-diphenyl-4,5-dihydro-1H-imidazole trifluoroacetate). Reaction SMILES: C[Al](C)C.COC(=O)[C@@H](OC)C1C=CC=CC=1.[F:18][C:19]([F:24])([F:23])[C:20]([OH:22])=[O:21].[CH3:25][O:26][CH:27]([C:45]1[CH:50]=[CH:49][CH:48]=[CH:47][CH:46]=1)[C:28]1[NH:29][CH:30]([C:39]2[CH:44]=[CH:43][CH:42]=[CH:41][CH:40]=2)[CH:31]([C:33]2[CH:38]=[CH:37][CH:36]=[CH:35][CH:34]=2)[N:32]=1>>[F:18][C:19]([F:24])([F:23])[C:20]([OH:22])=[O:21].[CH3:25][O:26][CH:27]([C:45]1[CH:50]=[CH:49][CH:48]=[CH:47][CH:46]=1)[C:28]1[NH:32][C@H:31]([C:33]2[CH:34]=[CH:35][CH:36]=[CH:37][CH:38]=2)[C@H:30]([C:39]2[CH:44]=[CH:43][CH:42]=[CH:41][CH:40]=2)[N:29]=1 |f:2.3,4.5|. Procedure: Employing the general trimethylaluminum coupling procedure and using methoxy-(S)-phenyl-acetic acid methyl ester prepared in accordance with Step 1 as described above and meso-1,2-diphenylethylene-diamine there was made, 2-(Methoxy-phenyl-methyl)-4,5-diphenyl-4,5-dihydro-1H-imidazole trifluoroacetate. 1H NMR (DMSO) δ 11.11 (bs, 1 H), 7.7-7.5 (m, 5 H), 7.1-7.0 (m, 6 H), 6.90-6.85 (m, 2 H), 6.8-6.7 (m, 2 H), 5.81 (s, 2 H), 5.65 (s, 1 H), 3.49 (s, 3 H); LC/MS: 3.69 min, m/z 343 (M++1)